The task is: describe an organic reaction: reactants, conditions, products, and yield. This data is from the Open Reaction Database (ORD), a public repository of structured organic reaction records. RXN SMILES: [C:39](=[O:40])([O-:41])[O-:42].[CH2:1]([CH3:2])[O:3][C:4](=[O:5])[N:6]1[CH2:7][CH2:8][N:9]([C:12]([CH:13]([CH2:14][CH2:15][C:16](=[O:17])[O:18][C:19]([CH3:20])([CH3:21])[CH3:22])[NH:23][C:24](=[O:25])[c:26]2[n:27][n:28](-[c:32]3[cH:33][cH:34][cH:35][cH:36][cH:37]3)[c:29]([OH:31])[cH:30]2)=[O:38])[CH2:10][CH2:11]1.[CH2:45]([CH3:46])[O:47][C:48]([CH2:49][Br:50])=[O:51].[Cs+:43].[Cs+:44].[O:52]=[CH:53][N:54]([CH3:55])[CH3:56].[OH2:57]>>[CH2:1]([CH3:2])[O:3][C:4](=[O:5])[N:6]1[CH2:7][CH2:8][N:9]([C:12]([CH:13]([CH2:14][CH2:15][C:16](=[O:17])[O:18][C:19]([CH3:20])([CH3:21])[CH3:22])[NH:23][C:24](=[O:25])[c:26]2[n:27][n:28](-[c:32]3[cH:33][cH:34][cH:35][cH:36][cH:37]3)[c:29]([O:31][CH2:49][C:48]([O:47][CH2:45][CH3:46])=[O:51])[cH:30]2)=[O:38])[CH2:10][CH2:11]1. The reactants are O=C([O-])[O-], CCOC(=O)N1CCN(C(=O)C(CCC(=O)OC(C)(C)C)NC(=O)c2cc(O)n(-c3ccccc3)n2)CC1, CCOC(=O)CBr, [Cs+], [Cs+], CN(C)C=O, O. Yields the product CCOC(=O)COc1cc(C(=O)NC(CCC(=O)OC(C)(C)C)C(=O)N2CCN(C(=O)OCC)CC2)nn1-c1ccccc1. Reactants: C(=O)(OC(C)(C)C)N(C1CCC(CC1)NCC=1C=C(C=CC1OC)B(O)O)C (3-{[4-(BOC-methyl-amino)-cyclohexylamino]-methyl}-4-methoxy-benzene boronic acid), BrC1=CC=C(C=C1)NS(=O)(=O)C (N-(4-Bromophenyl)-methanesulfonamide). Yields the product CS(=O)(=O)NC1=CC=C(C=C1)C1=CC(=C(C=C1)OC)CNC1CCC(CC1)N(C(OC(C)(C)C)=O)C (tert-Butyl {4-[(4′-methanesulfonylamino-4-methoxy-biphenyl-3-ylmethyl)-amino]-cyclohexyl}-methyl-carbamate). RXN SMILES: [C:1]([N:8]([CH3:28])[CH:9]1[CH2:14][CH2:13][CH:12]([NH:15][CH2:16][C:17]2[CH:18]=[C:19](B(O)O)[CH:20]=[CH:21][C:22]=2[O:23][CH3:24])[CH2:11][CH2:10]1)([O:3][C:4]([CH3:7])([CH3:6])[CH3:5])=[O:2].Br[C:30]1[CH:35]=[CH:34][C:33]([NH:36][S:37]([CH3:40])(=[O:39])=[O:38])=[CH:32][CH:31]=1>>[CH3:40][S:37]([NH:36][C:33]1[CH:32]=[CH:31][C:30]([C:19]2[CH:20]=[CH:21][C:22]([O:23][CH3:24])=[C:17]([CH2:16][NH:15][CH:12]3[CH2:13][CH2:14][CH:9]([N:8]([CH3:28])[C:1](=[O:2])[O:3][C:4]([CH3:7])([CH3:6])[CH3:5])[CH2:10][CH2:11]3)[CH:18]=2)=[CH:35][CH:34]=1)(=[O:39])=[O:38]. Procedure details: Boronic acid 4 (200 mg, 0.51 mmol) is coupled to aryl bromide 201 (134 mg, 0.54 mmol) using Method A to give the title compound. The reactants are C(C(C)(C)C)[Li] (neopentyllithium), C[N-]C.C[N-]C.C[N-]C.C[N-]C.[Ti+4] (titanium tetrakis(dimethylamide)). The solvent is CCCCC (pentane), CCCCC (pentane). Product: C[N-]C.C[N-]C.C(C(C)(C)C)[Ti+2]CC(C)(C)C (dineopentyltitanium bis(dimethylamide)). The yield is 86.4%. RXN SMILES: [CH2:1]([Li])[C:2]([CH3:5])([CH3:4])[CH3:3].[CH3:7][N-:8][CH3:9].[CH3:10][N-:11][CH3:12].C[N-]C.C[N-]C.[Ti+4:19]>CCCCC>[CH3:7][N-:8][CH3:9].[CH3:10][N-:11][CH3:12].[CH2:1]([Ti+2:19][CH2:1][C:2]([CH3:5])([CH3:4])[CH3:3])[C:2]([CH3:5])([CH3:4])[CH3:3] |f:1.2.3.4.5,7.8.9|. Procedure: A solution of 4.87 g of neopentyllithium in pentane was added to a solution of 7.0 g of titanium tetrakis(dimethylamide) in pentane with stirring. Lithium dimethylamide precipitated rapidly. The total amount of pentane in the reaction mixture was about 50-100 ml. After being stirred for one hour the mixture was filtered, and pentane was evaporated from the filtrate to give 7.5 g (86%) of dineopentyltitanium bis(dimethylamide) as an air-sensitive yellow oil. Nmr C6D6 : δ (NMe) 3.23, δ (CMe3) 1.05... Starting materials: O=Cc1ccc(C(=O)O)cc1, O=C(Cl)C(=O)Cl, ClC(Cl)Cl, ClCCl, CN(C)C=O. Product: O=Cc1ccc(C(=O)Cl)cc1. As a reaction SMILES: [C:1](=[O:2])([OH:3])[c:4]1[cH:5][cH:6][c:7]([CH:8]=[O:9])[cH:10][cH:11]1.[Cl:17][C:18]([C:19]([Cl:20])=[O:21])=[O:22].[Cl:23][CH:24]([Cl:25])[Cl:26].[Cl:27][CH2:28][Cl:29].[O:12]=[CH:13][N:14]([CH3:15])[CH3:16]>>[C:1](=[O:2])([c:4]1[cH:5][cH:6][c:7]([CH:8]=[O:9])[cH:10][cH:11]1)[Cl:17]. Starting materials: CI, [H-], [Na+], CN(C)C=O, C=Cc1ccccc1-c1ccc(C2(O)CC(C(=O)OC)N(C(=O)OCC[Si](C)(C)C)C2)cc1. The product is C=Cc1ccccc1-c1ccc(C2(OC)CC(C(=O)OC)N(C(=O)OCC[Si](C)(C)C)C2)cc1. Reaction SMILES: [CH3:36][I:37].[H-:1].[Na+:2].[O:38]=[CH:39][N:40]([CH3:41])[CH3:42].[OH:3][C:4]1([c:22]2[cH:23][cH:24][c:25](-[c:28]3[c:29]([CH:34]=[CH2:35])[cH:30][cH:31][cH:32][cH:33]3)[cH:26][cH:27]2)[CH2:5][CH:6]([C:18](=[O:19])[O:20][CH3:21])[N:7]([C:9](=[O:10])[O:11][CH2:12][CH2:13][Si:14]([CH3:15])([CH3:16])[CH3:17])[CH2:8]1>>[O:3]([C:4]1([c:22]2[cH:23][cH:24][c:25](-[c:28]3[c:29]([CH:34]=[CH2:35])[cH:30][cH:31][cH:32][cH:33]3)[cH:26][cH:27]2)[CH2:5][CH:6]([C:18](=[O:19])[O:20][CH3:21])[N:7]([C:9](=[O:10])[O:11][CH2:12][CH2:13][Si:14]([CH3:15])([CH3:16])[CH3:17])[CH2:8]1)[CH3:36].